The task is: describe an organic reaction: reactants, conditions, products, and yield. This data is from the Open Reaction Database (ORD), a public repository of structured organic reaction records. The reactants are O=[O+][O-].O=O (ozone oxygen), CC1(OC2=C(CC1)C(=C(C(=C2C)C)OCC2=CC=CC=C2)C)CC=C (rac-3,4-dihydro-2,5,7,8-tetramethyl-2-(2-propenyl)-6-(phenylmethoxy)-2H-1-benzopyran). Solvent: CO (methanol). Conditions: temperature -78 celsius. Yields the product CC1(OC2=C(CC1)C(=C(C(=C2C)C)OCC2=CC=CC=C2)C)CC=O (rac-3,4-dihydro-2,5,7,8-tetramethyl-6-(phenylmethoxy)-2H-1-benzopyran-2-acetaldehyde). As a reaction SMILES: O=[O+][O-].[O:4]=O.[CH3:6][C:7]1([CH2:28][CH:29]=C)[CH2:12][CH2:11][C:10]2[C:13]([CH3:27])=[C:14]([O:19][CH2:20][C:21]3[CH:26]=[CH:25][CH:24]=[CH:23][CH:22]=3)[C:15]([CH3:18])=[C:16]([CH3:17])[C:9]=2[O:8]1>CO>[CH3:6][C:7]1([CH2:28][CH:29]=[O:4])[CH2:12][CH2:11][C:10]2[C:13]([CH3:27])=[C:14]([O:19][CH2:20][C:21]3[CH:26]=[CH:25][CH:24]=[CH:23][CH:22]=3)[C:15]([CH3:18])=[C:16]([CH3:17])[C:9]=2[O:8]1 |f:0.1|. Procedure: An ozone-oxygen gas mixture is passed into a solution of 0.67 g (2 mmoles) of rac-3,4-dihydro-2,5,7,8-tetramethyl-2-(2-propenyl)-6-(phenylmethoxy)-2H-1-benzopyran in 100 ml of methanol, with stirring, at -78° C. After the starting olefin has been consumed, the ozone flow is stopped and the solution is treated with excess dimethyl sulfide and allowed to warm to room temperature. The solution is concentrated in vacuo. The residue is chromatographed on silica gel giving rac-3,4-dihydro-2,5,7,8-tetr... Reactants: BrC1=NC=CC=N1 (2-Bromopyrimidine), dichloro(1,1-bis(diphenylphosphinoferrocene))palladium(II), C([O-])([O-])=O.[Na+].[Na+] (sodium carbonate), BrC=1C=C(C(=NC1)F)B(O)O (5-bromo-2-fluoropyridine-3-boronic acid). Run in O1CCOCC1 (dioxane). Reaction conditions: temperature 100 celsius, time 8 hour. Product: BrC=1C=C(C(=NC1)F)C1=NC=CC=N1 (2-(5-Bromo-2-fluoropyridin-3-yl)pyrimidine). As a reaction SMILES: Br[C:2]1[N:7]=[CH:6][CH:5]=[CH:4][N:3]=1.C(=O)([O-])[O-].[Na+].[Na+].[Br:14][C:15]1[CH:16]=[C:17](B(O)O)[C:18]([F:21])=[N:19][CH:20]=1>O1CCOCC1>[Br:14][C:15]1[CH:16]=[C:17]([C:2]2[N:7]=[CH:6][CH:5]=[CH:4][N:3]=2)[C:18]([F:21])=[N:19][CH:20]=1 |f:1.2.3|. Reported procedure: 2-Bromopyrimidine (5.42 g, 34.1 mmol), sodium carbonate (22.75 mL, 45.5 mmol), 5-bromo-2-fluoropyridine-3-boronic acid (5 g, 22.75 mmol, commercially available from Frontier Scientific, Inc., Logan Utah), and dichloro(1,1-bis(diphenylphosphinoferrocene))palladium(II) (1.858 g, 2.275 mmol, commercially available from Sigma-Aldrich, Milwaukee, Wis.) were combined in dioxane (32.5 mL) and stirred at 100° C. overnight. LC-MS indicated good conversion to desired product. The material thus obtained wa... The reactants are COC(C(F)(F)C(=O)C(C(OC)(F)F)(F)F)(F)F (bis(2-methoxytetrafluoroethyl) ketone), ClCCO (2-chloroethanol), C(=O)([O-])[O-].[K+].[K+] (K2CO3). Run in CCOCC (ether). Reaction conditions: time 8 hour. Product: COC(C(C1(OCCO1)C(C(OC)(F)F)(F)F)(F)F)(F)F (2,2-bis(2-methoxytetra- fluoroethyl)-1,3-dioxolane). The yield is 60.9%. As a reaction SMILES: [CH3:1][O:2][C:3]([F:18])([F:17])[C:4]([C:7]([C:9]([F:16])([F:15])[C:10]([F:14])([F:13])[O:11][CH3:12])=[O:8])([F:6])[F:5].Cl[CH2:20][CH2:21][OH:22].C([O-])([O-])=O.[K+].[K+]>CCOCC>[CH3:12][O:11][C:10]([F:13])([F:14])[C:9]([F:15])([F:16])[C:7]1([C:4]([F:6])([F:5])[C:3]([F:17])([F:18])[O:2][CH3:1])[O:22][CH2:21][CH2:20][O:8]1 |f:2.3.4|. Procedure details: A mixture of 58 g (about 0.2 mol) of crude bis(2-methoxytetrafluoroethyl) ketone, 16.9 g (0.21 mol) of 2-chloroethanol, and 50 mL of ether was stirred while 29.0 g (0.21 mol) of anhydrous K2CO3 were added in portions with cooling. The resulting reaction mixture was stirred overnight, filtered and distilled to give 40.7 g of 2,2-bis(2-methoxytetra- fluoroethyl)-1,3-dioxolane, b.p. 81° at 40 Pa (0.3 mm), m.p. 39°-40° . Dissolution of the resulting filter cake in water, filtration of the resulting ... Starting materials: CS(=O)(=O)Cl, CC(Oc1ccc(-c2nc(-c3cccc4[nH]ccc34)no2)cc1C(F)(F)F)C(F)(F)F, [H-], [Na+], CN(C)C=O, O. As a reaction SMILES: [CH3:34][S:35]([Cl:36])(=[O:37])=[O:38].[F:1][C:2]([c:3]1[cH:4][c:5](-[c:16]2[n:17][c:18](-[c:21]3[c:22]4[cH:23][cH:24][nH:25][c:26]4[cH:27][cH:28][cH:29]3)[n:19][o:20]2)[cH:6][cH:7][c:8]1[O:9][CH:10]([C:11]([F:12])([F:13])[F:14])[CH3:15])([F:30])[F:31].[H-:33].[Na+:32].[O:40]=[CH:41][N:42]([CH3:43])[CH3:44].[OH2:39]>>[F:1][C:2]([c:3]1[cH:4][c:5](-[c:16]2[n:17][c:18](-[c:21]3[c:22]4[cH:23][cH:24][n:25]([S:35]([CH3:34])(=[O:37])=[O:38])[c:26]4[cH:27][cH:28][cH:29]3)[n:19][o:20]2)[cH:6][cH:7][c:8]1[O:9][CH:10]([C:11]([F:12])([F:13])[F:14])[CH3:15])([F:30])[F:31]. Yields the product CC(Oc1ccc(-c2nc(-c3cccc4c3ccn4S(C)(=O)=O)no2)cc1C(F)(F)F)C(F)(F)F. The reactants are C(C1=CC=CC=C1)(=O)C1(CC(CCC1)NC(=O)C=1C=C2C(=NN(C2=CC1)C(C1=CC=CC=C1)(C1=CC=CC=C1)C1=CC=CC=C1)C1=CC(=NC=C1)C)O (N-(3-benzoyl-3-hydroxycyclohexyl)-3-(2-methylpyridin-4-yl)-1-trityl-1H-indazole-5-carboxamide). Run in C(=O)(C(F)(F)F)O (TFA), C1(=CC=CC=C1)SC (thioanisole). Run at time 20 minute. Yields the product C(C1=CC=CC=C1)(=O)C1(CC(CCC1)NC(=O)C=1C=C2C(=NNC2=CC1)C1=CC(=NC=C1)C)O (N-(3-benzoyl-3-hydroxycyclohexyl)-3-(2-methylpyridin-4-yl)-1H-indazole-5-carboxamide). As a reaction SMILES: [C:1]([C:9]1([OH:53])[CH2:14][CH2:13][CH2:12][CH:11]([NH:15][C:16]([C:18]2[CH:19]=[C:20]3[C:24](=[CH:25][CH:26]=2)[N:23](C(C2C=CC=CC=2)(C2C=CC=CC=2)C2C=CC=CC=2)[N:22]=[C:21]3[C:46]2[CH:51]=[CH:50][N:49]=[C:48]([CH3:52])[CH:47]=2)=[O:17])[CH2:10]1)(=[O:8])[C:2]1[CH:7]=[CH:6][CH:5]=[CH:4][CH:3]=1>C(O)(C(F)(F)F)=O.C1(SC)C=CC=CC=1>[C:1]([C:9]1([OH:53])[CH2:14][CH2:13][CH2:12][CH:11]([NH:15][C:16]([C:18]2[CH:19]=[C:20]3[C:24](=[CH:25][CH:26]=2)[NH:23][N:22]=[C:21]3[C:46]2[CH:51]=[CH:50][N:49]=[C:48]([CH3:52])[CH:47]=2)=[O:17])[CH2:10]1)(=[O:8])[C:2]1[CH:7]=[CH:6][CH:5]=[CH:4][CH:3]=1. Reported procedure: A solution of N-(3-benzoyl-3-hydroxycyclohexyl)-3-(2-methylpyridin-4-yl)-1-trityl-1H-indazole-5-carboxamide in a mixture of TFA (1 mL) and thioanisole (0.5 mL) was stirred at room temperature for 20 minutes, and then concentrated. The product was obtained after purification by reverse phase HPLC. Reactants: C(C)OC(=O)C1=CC(=NN1)C=1SC=CC1 (3-Thiophen-2-yl-1H-pyrazole-5-carboxylic acid ethyl ester), C1CC(=O)N(C1=O)Cl (NCS). The solvent is CN(C)C=O (DMF). The product is C(C)OC(=O)C1=C(C(=NN1)C=1SC=CC1)Cl (4-Chloro-3-thiophen-2-yl-1H-pyrazole-5-carboxylic acid ethyl ester). RXN SMILES: [CH2:1]([O:3][C:4]([C:6]1[NH:10][N:9]=[C:8]([C:11]2[S:12][CH:13]=[CH:14][CH:15]=2)[CH:7]=1)=[O:5])[CH3:2].C1C(=O)N([Cl:23])C(=O)C1>CN(C=O)C>[CH2:1]([O:3][C:4]([C:6]1[NH:10][N:9]=[C:8]([C:11]2[S:12][CH:13]=[CH:14][CH:15]=2)[C:7]=1[Cl:23])=[O:5])[CH3:2]. Procedure: Following protocol L, 3-Thiophen-2-yl-1H-pyrazole-5-carboxylic acid ethyl ester was treated with NCS in DMF to yield the title compound. The reactants are bisarylsulfonamide, O1CCC(CC1)ONO (4-tetrahydropyranoxyhydroxylamine), NN (Hydrazine), [N+](=O)([O-])C1=CC=C(C=C1)S(=O)(=O)Cl (4-nitrobenzenesulfonylchloride), C(C)(C)N(CC)C(C)C (diisopropylethylamine). The solvent is C(C)(=O)OCC (ethyl acetate), C1CCOC1 (THF). Run at time 48 hour. The product is [N+](=O)([O-])C1=CC=C(C=C1)S(=O)(=O)NOC1CCOCC1 (4-nitro-N-(tetrahydro-2H-pyran-4-yloxy)benzenesulfonamide). Yield: 34.9%. RXN SMILES: [O:1]1[CH2:6][CH2:5][CH:4]([O:7][NH:8]O)[CH2:3][CH2:2]1.[N+:10]([C:13]1[CH:18]=[CH:17][C:16]([S:19](Cl)(=[O:21])=[O:20])=[CH:15][CH:14]=1)([O-:12])=[O:11].C(N(C(C)C)CC)(C)C.NN>C1COCC1.C(OCC)(=O)C>[N+:10]([C:13]1[CH:14]=[CH:15][C:16]([S:19]([NH:8][O:7][CH:4]2[CH2:3][CH2:2][O:1][CH2:6][CH2:5]2)(=[O:21])=[O:20])=[CH:17][CH:18]=1)([O-:12])=[O:11]. Procedure details: 4-tetrahydropyranoxyhydroxylamine (33.2 mmol, 3.77 g) and 4-nitrobenzenesulfonylchloride (38.6 mmol, 8.56 g) were combined in anhydrous THF (100 mL) with diisopropylethylamine (69.3 mmol, 11.2 mL). The reaction was stirred at room temperature for 48 hours. Hydrazine (2 mL) was injected to the stirring solution to break-up the bisarylsulfonamide dimer biproduct. The reaction was stirred for an additional 24 hours. The reaction was diluted in ethyl acetate, washed in brine, filtered to remove inso... Reactants: BrC=1C=C(C=CC1F)N1C(=NOC1=O)C=1C(=NON1)NC(=O)C1=NN=NN1 (N-{4-[4-(3-bromo-4-fluorophenyl)-5-oxo-4,5-dihydro-1,2,4-oxadiazol-3-yl]-1,2,5-oxadiazol-3-yl}-1H-tetrazole-5-carboxamide), P(Cl)(Cl)(Cl)(Cl)Cl (phosphorus pentachloride), C(#N)[BH3-].[Na+] (sodium cyanoborohydride). The solvent is N1=CC=CC=C1 (pyridine). Reaction conditions: temperature 0 celsius, time 2 hour. Product: BrC=1C=C(C=CC1F)NC(=NO)C1=NON=C1NCC1=NN=NN1 (N-(3-Bromo-4-fluorophenyl)-N′-hydroxy-4-[(1H-tetrazol-5-ylmethyl)amino]-1,2,5-oxadiazole-3-carboximidamide). Isolated yield 18.6%. RXN SMILES: [Br:1][C:2]1[CH:3]=[C:4]([N:9]2C(=O)[O:12][N:11]=[C:10]2[C:15]2[C:16]([NH:20][C:21]([C:23]3[NH:27][N:26]=[N:25][N:24]=3)=O)=[N:17][O:18][N:19]=2)[CH:5]=[CH:6][C:7]=1[F:8].P(Cl)(Cl)(Cl)(Cl)Cl.C([BH3-])#N.[Na+]>N1C=CC=CC=1>[Br:1][C:2]1[CH:3]=[C:4]([NH:9][C:10]([C:15]2[C:16]([NH:20][CH2:21][C:23]3[NH:27][N:26]=[N:25][N:24]=3)=[N:17][O:18][N:19]=2)=[N:11][OH:12])[CH:5]=[CH:6][C:7]=1[F:8] |f:2.3|. Procedure: A solution of N-{4-[4-(3-bromo-4-fluorophenyl)-5-oxo-4,5-dihydro-1,2,4-oxadiazol-3-yl]-1,2,5-oxadiazol-3-yl}-1H-tetrazole-5-carboxamide (12 mg, 27 μmol) in pyridine (0.3 mL) was treated with phosphorus pentachloride (13 mg, 60 μmol) at 25° C. The reaction mixture was stirred at 0° C. for 2 h, concentrated, rediluted with toluene and concentrated to a residue. This material was diluted with ethanol (1 mL), treated with sodium cyanoborohydride (5 mg, 82 μmol), and stirred for 2 h. The reaction mix...